From a dataset of the Open Reaction Database (ORD), a public repository of structured organic reaction records. describe an organic reaction: reactants, conditions, products, and yield Reactants: BrC=1C=C(C(=C(C1)C(C)=O)O)F (1-(5-bromo-3-fluoro-2-hydroxyphenyl)ethanone), C([C@H]1CO1)OS(=O)(=O)C1=CC=C(C)C=C1 ((R)-glycidyltosylate), C(=O)([O-])[O-].[K+].[K+] (K2CO3). Run in CN(C)C=O (DMF). The product is BrC=1C=C(C(=C(C1)C(C)=O)OC[C@@H]1OC1)F (1-(5-BROMO-3-FLUORO-2-[(2R)-OXIRAN-2-YLMETHOXY]PHENYL) ETHANONE). Isolated yield 39.9%. Reaction SMILES: [Br:1][C:2]1[CH:3]=[C:4]([F:12])[C:5]([OH:11])=[C:6]([C:8](=[O:10])[CH3:9])[CH:7]=1.[CH2:13](OS(C1C=CC(C)=CC=1)(=O)=O)[C@@H:14]1[O:16][CH2:15]1.C([O-])([O-])=O.[K+].[K+]>CN(C=O)C>[Br:1][C:2]1[CH:3]=[C:4]([F:12])[C:5]([O:11][CH2:13][C@H:14]2[CH2:15][O:16]2)=[C:6]([C:8](=[O:10])[CH3:9])[CH:7]=1 |f:2.3.4|. Procedure: Preparation according to Preparation 1 using 1-(5-bromo-3-fluoro-2-hydroxyphenyl)ethanone (16.8 g, 72 mmol), (R)-glycidyltosylate (18.1 g, 79 mmol), K2CO3 (15.0 g, 108 mmol) and DMF (60 ml). The combined organic phases were washed with LiCl (5%), HCl (1 N). Flash column chromatography (isooctane/EtOAc) yielded the title compound (8.3 g). MS m/z (rel. intensity, 70 eV) 290 (M+, 9), 288 (M+, 9), 217 (bp), 81 (47), 57 (46). Reactants: ClC1=C(C(=NC=N1)NC=1NN=C(C1)C1CC1)[N+](=O)[O-] ((6-chloro-5-nitro-pyrimidin-4-yl)-(5-cyclopropyl-2H-pyrazol-3-yl)-amine), C(C)(C)(C)OC(=O)N1NC(C2=CC=C(C=C12)N)=O (6-amino-3-oxo-2,3-dihydro-indazole-1-carboxylic acid tert-butyl ester), C(C)(C)N(CC)C(C)C (diisopropylethylamine). Solvent: C1CCOC1 (THF). Reaction conditions: time 14 hour. Product: NC=1C(=NC=NC1NC=1NN=C(C1)C1CC1)NC1=CC=C2C(NNC2=C1)=O (6-[5-Amino-6-(5-cyclopropyl-2H-pyrazol-3-ylamino)-pyrimidin-4-ylamino]-1,2-dihydro-indazol-3-one). Isolated yield 33.6%. Reaction SMILES: Cl[C:2]1[N:7]=[CH:6][N:5]=[C:4]([NH:8][C:9]2[NH:10][N:11]=[C:12]([CH:14]3[CH2:16][CH2:15]3)[CH:13]=2)[C:3]=1[N+:17]([O-])=O.C(OC([N:27]1[C:35]2[C:30](=[CH:31][CH:32]=[C:33]([NH2:36])[CH:34]=2)[C:29](=[O:37])[NH:28]1)=O)(C)(C)C.C(N(C(C)C)CC)(C)C>C1COCC1>[NH2:17][C:3]1[C:2]([NH:36][C:33]2[CH:34]=[C:35]3[C:30]([C:29](=[O:37])[NH:28][NH:27]3)=[CH:31][CH:32]=2)=[N:7][CH:6]=[N:5][C:4]=1[NH:8][C:9]1[NH:10][N:11]=[C:12]([CH:14]2[CH2:16][CH2:15]2)[CH:13]=1. Procedure: To a solution of (6-chloro-5-nitro-pyrimidin-4-yl)-(5-cyclopropyl-2H-pyrazol-3-yl)-amine (50 mg, 0.18 mmol) in anhydrous THF (2 mL) was added 6-amino-3-oxo-2,3-dihydro-indazole-1-carboxylic acid tert-butyl ester (67 mg, 0.27 mmol) and diisopropylethylamine (23 mg, 0.18 mmol). The mixture was stirred at RT for 14 hrs and the solvents were removed under vacuum. The residue was dissolved in CH2Cl2 (3 mL) and treated with TFA (2 mL) at RT for 2 hrs. After removal of the solvents via evaporation, the...